From a dataset of the Open Reaction Database (ORD), a public repository of structured organic reaction records. describe an organic reaction: reactants, conditions, products, and yield Reactants: C([O-])([O-])=O.[Na+].[Na+] (sodium carbonate), BrC1=CC(=CN1)C=O (5-bromo-1H-pyrrole-3-carbaldehyde), BrC1=C(C=CC=C1)B(O)O ((2-bromophenyl)boronic acid). Reagents/catalysts: C=1C=CC(=CC1)[P](C=2C=CC=CC2)(C=3C=CC=CC3)[Pd]([P](C=4C=CC=CC4)(C=5C=CC=CC5)C=6C=CC=CC6)([P](C=7C=CC=CC7)(C=8C=CC=CC8)C=9C=CC=CC9)[P](C=1C=CC=CC1)(C=1C=CC=CC1)C=1C=CC=CC1 (tetrakis(triphenylphosphine)palladium). The product is BrC1=C(C=CC=C1)C1=CC(=CN1)C=O (5-(2-bromophenyl)-1H-pyrrole-3-carbaldehyde), crystals. The yield is 32.0%. Reaction SMILES: Br[C:2]1[NH:6][CH:5]=[C:4]([CH:7]=[O:8])[CH:3]=1.[Br:9][C:10]1[CH:15]=[CH:14][CH:13]=[CH:12][C:11]=1B(O)O.C(=O)([O-])[O-].[Na+].[Na+]>C1C=CC([P]([Pd]([P](C2C=CC=CC=2)(C2C=CC=CC=2)C2C=CC=CC=2)([P](C2C=CC=CC=2)(C2C=CC=CC=2)C2C=CC=CC=2)[P](C2C=CC=CC=2)(C2C=CC=CC=2)C2C=CC=CC=2)(C2C=CC=CC=2)C2C=CC=CC=2)=CC=1>[Br:9][C:10]1[CH:15]=[CH:14][CH:13]=[CH:12][C:11]=1[C:2]1[NH:6][CH:5]=[C:4]([CH:7]=[O:8])[CH:3]=1 |f:2.3.4,^1:28,30,49,68|. Procedure: By a similar operation as in Reference Example 148 and using 5-bromo-1H-pyrrole-3-carbaldehyde (870 mg), (2-bromophenyl)boronic acid (1.20 g), sodium carbonate (1.27 g) and tetrakis(triphenylphosphine)palladium (289 mg), the title compound was obtained as colorless crystals (yield 396 mg, 32%). Starting materials: P(=O)(O)(O)OP(=O)(O)O (pyrophosphoric acid), C(CCC)N(CCCC)CCCC (tributylamine). The solvent is O (water). Conditions: temperature 0 celsius, time 10 minute. The product is [O-]P([O-])(=O)OP(=O)([O-])O.C(CCC)[NH+](CCCC)CCCC.C(CCC)[NH+](CCCC)CCCC.C(CCC)[NH+](CCCC)CCCC (Tris-(tributylammonium) pyrophosphate). Reaction SMILES: [P:1]([O:5][P:6]([OH:9])([OH:8])=[O:7])([OH:4])([OH:3])=[O:2].[CH2:10]([N:14]([CH2:19][CH2:20][CH2:21][CH3:22])[CH2:15][CH2:16][CH2:17][CH3:18])[CH2:11][CH2:12][CH3:13]>O>[O-:3][P:1]([O:5][P:6]([OH:9])([O-:8])=[O:7])(=[O:2])[O-:4].[CH2:19]([NH+:14]([CH2:10][CH2:11][CH2:12][CH3:13])[CH2:15][CH2:16][CH2:17][CH3:18])[CH2:20][CH2:21][CH3:22].[CH2:19]([NH+:14]([CH2:10][CH2:11][CH2:12][CH3:13])[CH2:15][CH2:16][CH2:17][CH3:18])[CH2:20][CH2:21][CH3:22].[CH2:19]([NH+:14]([CH2:10][CH2:11][CH2:12][CH3:13])[CH2:15][CH2:16][CH2:17][CH3:18])[CH2:20][CH2:21][CH3:22] |f:3.4.5.6|. Procedure: Tris-(tributylammonium) pyrophosphate was prepared by treating pyrophosphoric acid (293 mg) in water (2.0 mL) with tributylamine (1.2 mL). The mixture was stirred vigorously at 0° C. for 10 min, and then at room temperature (RT) for 1 h. The water was removed by lyophilization; the residue was further dried by coevaporation with pyridine (3×5 mL) and toluene (5 mL), and then by evacuation (0.25 mm pressure, 12 h). The tris-(tributylammonium) pyrophosphate residue was dissolved in dimethylformami... Starting materials: CC(C)(C)c1ccccc1Oc1ncccc1N=C=O, CC1(C)CN(c2ncccc2N)c2ccccc21, CCOC(C)=O, ClCCl. Yields the product CC(C)(C)c1ccccc1Oc1ncccc1NC(=O)Nc1cccnc1N1CC(C)(C)c2ccccc21. Reaction SMILES: [C:19]([CH3:20])([CH3:21])([CH3:22])[c:23]1[c:24]([O:25][c:26]2[n:27][cH:28][cH:29][cH:30][c:31]2[N:32]=[C:33]=[O:34])[cH:35][cH:36][cH:37][cH:38]1.[CH3:1][C:2]1([CH3:18])[CH2:3][N:4]([c:11]2[n:12][cH:13][cH:14][cH:15][c:16]2[NH2:17])[c:5]2[cH:6][cH:7][cH:8][cH:9][c:10]21.[CH3:39][CH2:40][O:41][C:42]([CH3:43])=[O:44].[Cl:45][CH2:46][Cl:47]>>[CH3:1][C:2]1([CH3:18])[CH2:3][N:4]([c:11]2[n:12][cH:13][cH:14][cH:15][c:16]2[NH:17][C:33]([NH:32][c:31]2[c:26]([O:25][c:24]3[c:23]([C:19]([CH3:20])([CH3:21])[CH3:22])[cH:38][cH:37][cH:36][cH:35]3)[n:27][cH:28][cH:29][cH:30]2)=[O:34])[c:5]2[cH:6][cH:7][cH:8][cH:9][c:10]21. Starting materials: ClC1=NC2=CC(=C(C=C2N=C1C1=NC=CC=C1)OC)OC (2-chloro-6,7-dimethoxy-3-pyridin-2-yl-quinoxaline), CN(C1CCC(CC1)N)C (N,N-dimethyl-cyclohexane-1,4-diamine). Run in C1(=CC=CC=C1)C (toluene). Yields the product COC=1C=C2N=C(C(=NC2=CC1OC)NC1CCC(CC1)N(C)C)C1=NC=CC=C1 (N-(6,7-Dimethoxy-3-pyridin-2-yl-quinoxalin-2-yl)-N′,N′-dimethyl-cyclohexane-1,4-diamine). Yield: 74.9%. Reaction SMILES: Cl[C:2]1[C:11]([C:12]2[CH:17]=[CH:16][CH:15]=[CH:14][N:13]=2)=[N:10][C:9]2[C:4](=[CH:5][C:6]([O:20][CH3:21])=[C:7]([O:18][CH3:19])[CH:8]=2)[N:3]=1.[CH3:22][N:23]([CH3:31])[CH:24]1[CH2:29][CH2:28][CH:27]([NH2:30])[CH2:26][CH2:25]1>C1(C)C=CC=CC=1>[CH3:19][O:18][C:7]1[CH:8]=[C:9]2[C:4](=[CH:5][C:6]=1[O:20][CH3:21])[N:3]=[C:2]([NH:30][CH:27]1[CH2:28][CH2:29][CH:24]([N:23]([CH3:31])[CH3:22])[CH2:25][CH2:26]1)[C:11]([C:12]1[CH:17]=[CH:16][CH:15]=[CH:14][N:13]=1)=[N:10]2. Procedure: A solution of 2-chloro-6,7-dimethoxy-3-pyridin-2-yl-quinoxaline (0.91 g) and N,N-dimethyl-cyclohexane-1,4-diamine (0.86 g) in toluene (30 mL) was refluxed under nitrogen atmosphere for 16 hours. The reaction mixture was cooled, filtered, and concentrated under vacuum. The residue was purified by flash chromatography (silica gel, 1:9 methanol/dichloromethane) to give a yellow solid. This solid was recrystallized in ethyl acetate/hexane to give the product as yellow crystals (0.92 g); mp 168-171° ... Reactants: CCOC(=O)c1cn(O)c2cc(C)cnc12, CCO, [OH-], [OH-], [Pd+2]. As a reaction SMILES: [CH2:1]([CH3:2])[O:3][C:4](=[O:5])[c:6]1[cH:7][n:8]([OH:16])[c:9]2[c:10]1[n:11][cH:12][c:13]([CH3:15])[cH:14]2.[CH3:17][CH2:18][OH:19].[OH-:20].[OH-:21].[Pd+2:22]>>[CH2:1]([CH3:2])[O:3][C:4](=[O:5])[c:6]1[cH:7][nH:8][c:9]2[c:10]1[n:11][cH:12][c:13]([CH3:15])[cH:14]2. The product is CCOC(=O)c1c[nH]c2cc(C)cnc12.